From a dataset of the Open Reaction Database (ORD), a public repository of structured organic reaction records. describe an organic reaction: reactants, conditions, products, and yield Reactants: C([O-])([O-])=O.[K+].[K+] (potassium carbonate), CI (methyl iodide), CN(C)C=O (DMF), ClC=1C=C(C=CC1)C1=C(C(N(C2=NC(=CC=C12)C)CC)=O)CCCO (4-(3-chlorophenyl)-1-ethyl-3-(3-hydroxypropyl)-7-methyl-1,8-naphthyridin-2(1H)-one), C([O-])([O-])=O.[K+].[K+] (potassium carbonate), CI (methyl iodide). Run in O (water). Conditions: temperature 80 celsius. Yields the product ClC=1C=C(C=CC1)C1=C(C(N(C2=NC(=CC=C12)C)CC)=O)CCCOC(=O)OC (4-(3-chlorophenyl)-1-ethyl-3-[3-(methoxycarbonyloxy)propyl]-7-methyl-1,8-naphthyridin-2(1H)-one). RXN SMILES: CN([CH:4]=[O:5])C.[Cl:6][C:7]1[CH:8]=[C:9]([C:13]2[C:22]3[C:17](=[N:18][C:19]([CH3:23])=[CH:20][CH:21]=3)[N:16]([CH2:24][CH3:25])[C:15](=[O:26])[C:14]=2[CH2:27][CH2:28][CH2:29][OH:30])[CH:10]=[CH:11][CH:12]=1.[C:31](=O)([O-])[O-:32].[K+].[K+].CI>O>[Cl:6][C:7]1[CH:8]=[C:9]([C:13]2[C:22]3[C:17](=[N:18][C:19]([CH3:23])=[CH:20][CH:21]=3)[N:16]([CH2:24][CH3:25])[C:15](=[O:26])[C:14]=2[CH2:27][CH2:28][CH2:29][O:30][C:31]([O:5][CH3:4])=[O:32])[CH:10]=[CH:11][CH:12]=1 |f:2.3.4|. Reported procedure: To a 10 ml DMF solution containing 500 mg of 4-(3-chlorophenyl)-1-ethyl-3-(3-hydroxypropyl)-7-methyl-1,8-naphthyridin-2(1H)-one were added 500 mg of potassium carbonate and 0.5 ml of methyl iodide, followed by stirring under heating at an oil bath temperature of 80° C. for 2 hours. Thereafter, 1.0 g of potassium carbonate and 1.0 ml of methyl iodide were further added thereto, followed by stirring under heating at an oil bath temperature of 80° C. for a whole day and night. After the reaction mi...